From a dataset of the Open Reaction Database (ORD), a public repository of structured organic reaction records. describe an organic reaction: reactants, conditions, products, and yield The reactants are C1=CC(=CC=C1[C@@H]2CCNC[C@H]2COC=3C=CC4=C(C3)OCO4)F (paroxetine), Cl (hydrochloric acid). Yields the product C1=CC(=CC=C1[C@@H]2CCNC[C@H]2COC=3C=CC4=C(C3)OCO4)F.Cl.C(C)O (paroxetine hydrochloride ethanol). RXN SMILES: [CH:1]1[C:6]([C@H:7]2[C@H:12]([CH2:13][O:14][C:15]3[CH:16]=[CH:17][C:18]4[O:23][CH2:22][O:21][C:19]=4[CH:20]=3)[CH2:11][NH:10][CH2:9][CH2:8]2)=[CH:5][CH:4]=[C:3]([F:24])[CH:2]=1.[ClH:25]>>[CH:5]1[C:6]([C@H:7]2[C@H:12]([CH2:13][O:14][C:15]3[CH:16]=[CH:17][C:18]4[O:23][CH2:22][O:21][C:19]=4[CH:20]=3)[CH2:11][NH:10][CH2:9][CH2:8]2)=[CH:1][CH:2]=[C:3]([F:24])[CH:4]=1.[ClH:25].[CH2:13]([OH:14])[CH3:12] |f:2.3.4|. Procedure: The paroxetine base can be obtained according to the procedure of U.S. Pat. No. 4,007,196 to Christensen et al. Absolute ethanol is added in an amount sufficient to dissolve the paroxetine base, the molar ratio of paroxetine base to absolute ethanol preferably being in the range of about 10% v/v to about 15% w/v. A solution of hydrochloric acid in absolute ethanol preferably in the range of about 10% v/v to about 30% v/v, usually about 22% v/v, is added to the paroxetine base solution and stirre...